From a dataset of the Open Reaction Database (ORD), a public repository of structured organic reaction records. describe an organic reaction: reactants, conditions, products, and yield Reaction SMILES: [Br-:6].[CH2:1]1[O:2][CH2:3][CH2:4][CH2:5]1.[CH3:57][CH2:58][CH2:59][CH2:60][CH2:61][CH3:62].[CH3:63][c:64]1[cH:65][cH:66][cH:67][cH:68][cH:69]1.[CH:28]([c:29]1[cH:30][cH:31][cH:32][c:33]([CH:34]([CH3:35])[CH3:36])[c:37]1[NH+:38]1[CH2:39][CH2:40][N:41]([c:42]2[c:43]([CH:44]([CH3:45])[CH3:46])[cH:47][cH:48][cH:49][c:50]2[CH:51]([CH3:52])[CH3:53])[CH2:54]1)([CH3:55])[CH3:56].[Cl-:27].[Cl:18][c:19]1[c:20]([O:25][CH3:26])[cH:21][cH:22][cH:23][cH:24]1.[c:7]1([Mg+:17])[cH:8][cH:9][cH:10][c:11]2[cH:12][cH:13][cH:14][cH:15][c:16]12>>[c:7]1(-[c:19]2[c:20]([O:25][CH3:26])[cH:21][cH:22][cH:23][cH:24]2)[cH:8][cH:9][cH:10][c:11]2[cH:12][cH:13][cH:14][cH:15][c:16]12. Reactants: [Br-], C1CCOC1, CCCCCC, Cc1ccccc1, CC(C)c1cccc(C(C)C)c1N1CC[NH+](c2c(C(C)C)cccc2C(C)C)C1, [Cl-], COc1ccccc1Cl, [Mg+]c1cccc2ccccc12. The product is COc1ccccc1-c1cccc2ccccc12. Starting materials: O=C([O-])[O-], CCOC(C)=O, CC(C)I, Fc1ccc(Nc2nc(Cl)nc3nc[nH]c23)cc1, [Cs+], [Cs+], C1COCCO1, CN(C)C=O, O. The product is CC(C)n1cnc2c(Nc3ccc(F)cc3)nc(Cl)nc21. Reaction SMILES: [C:19](=[O:20])([O-:21])[O-:22].[CH3:35][CH2:36][O:37][C:38](=[O:39])[CH3:40].[CH:25]([CH3:26])([CH3:27])[I:28].[Cl:1][c:2]1[n:3][c:4]([NH:11][c:12]2[cH:13][cH:14][c:15]([F:18])[cH:16][cH:17]2)[c:5]2[nH:6][cH:7][n:8][c:9]2[n:10]1.[Cs+:23].[Cs+:24].[O:29]1[CH2:30][CH2:31][O:32][CH2:33][CH2:34]1.[O:41]=[CH:42][N:43]([CH3:44])[CH3:45].[OH2:46]>>[Cl:1][c:2]1[n:3][c:4]([NH:11][c:12]2[cH:13][cH:14][c:15]([F:18])[cH:16][cH:17]2)[c:5]2[n:6][cH:7][n:8]([CH:25]([CH3:26])[CH3:27])[c:9]2[n:10]1. Starting materials: S(O)(O)(=O)=O (sulphuric acid), ClC1=C(C(=O)O)C=CC(=C1)NS(=O)(=O)C (2-chloro-4-(N-methylsulphonylamino)benzoic acid), CO (methanol). Product: ClC1=C(C(=O)OC)C=CC(=C1)NS(=O)(=O)C (methyl 2-chloro-4(N-methylsulphonylamino)benzoate). RXN SMILES: S(=O)(=O)(O)O.[Cl:6][C:7]1[CH:15]=[C:14]([NH:16][S:17]([CH3:20])(=[O:19])=[O:18])[CH:13]=[CH:12][C:8]=1[C:9]([OH:11])=[O:10].[CH3:21]O>>[Cl:6][C:7]1[CH:15]=[C:14]([NH:16][S:17]([CH3:20])(=[O:19])=[O:18])[CH:13]=[CH:12][C:8]=1[C:9]([O:11][CH3:21])=[O:10]. Procedure: Concentrated sulphuric acid (20 ml) was added to a suspension of 2-chloro-4-(N-methylsulphonylamino)benzoic acid (10.3 g) in methanol and the mixture was stirred and heated at reflux for 22 hours. It was cooled, evaporated to dryness and diluted with water, extracted with ethyl acetate, washed with aqueous sodium bicarbonate solution, water, dried (MgSO4) and filtered. The filtrate was evaporated to dryness to give methyl 2-chloro-4(N-methylsulphonylamino)benzoate(10.0 g) as an off-white solid, ... Starting materials: C(C1=CC=CC=C1)(C1=CC=CC=C1)OC(=O)C1=C(CS[C@H]2N1C([C@H]2NC(=O)OC(C)(C)C)=O)C=CSC=2SC1=C(C(C2)=O)C=CC(=C1)CO (7β-Tert-butoxycarbonylamino-3-[2-(7-hydroxymethyl-4-oxo-4H-1-benzothiopyran-2-yl)thiovinyl]-3-cephem-4-carboxylic acid benzhydryl ester), S(=O)(Cl)Cl (thionyl chloride), ice water. Solvent: C1=CC=CC=C1 (benzene). The product is C(C1=CC=CC=C1)(C1=CC=CC=C1)OC(=O)C1=C(CS[C@H]2N1C([C@H]2NC(=O)OC(C)(C)C)=O)C=CSC=2SC1=C(C(C2)=O)C=CC(=C1)CCl (7β-tert-butoxycarbonylamino-3-[2(7-chloromethyl-4-oxo-4H-1-benzothiopyran-2-yl)thiovinyl]-3-cephem-4-carboxylic acid benzhydryl ester). The yield is 88.9%. Reaction SMILES: [CH:1]([O:14][C:15]([C:17]1[N:22]2[C:23](=[O:33])[C@@H:24]([NH:25][C:26]([O:28][C:29]([CH3:32])([CH3:31])[CH3:30])=[O:27])[C@H:21]2[S:20][CH2:19][C:18]=1[CH:34]=[CH:35][S:36][C:37]1[S:38][C:39]2[CH:47]=[C:46]([CH2:48]O)[CH:45]=[CH:44][C:40]=2[C:41](=[O:43])[CH:42]=1)=[O:16])([C:8]1[CH:13]=[CH:12][CH:11]=[CH:10][CH:9]=1)[C:2]1[CH:7]=[CH:6][CH:5]=[CH:4][CH:3]=1.S(Cl)([Cl:52])=O>C1C=CC=CC=1>[CH:1]([O:14][C:15]([C:17]1[N:22]2[C:23](=[O:33])[C@@H:24]([NH:25][C:26]([O:28][C:29]([CH3:32])([CH3:31])[CH3:30])=[O:27])[C@H:21]2[S:20][CH2:19][C:18]=1[CH:34]=[CH:35][S:36][C:37]1[S:38][C:39]2[CH:47]=[C:46]([CH2:48][Cl:52])[CH:45]=[CH:44][C:40]=2[C:41](=[O:43])[CH:42]=1)=[O:16])([C:8]1[CH:13]=[CH:12][CH:11]=[CH:10][CH:9]=1)[C:2]1[CH:7]=[CH:6][CH:5]=[CH:4][CH:3]=1. Procedure details: 7β-Tert-butoxycarbonylamino-3-[2-(7-hydroxymethyl-4-oxo-4H-1-benzothiopyran-2-yl)thiovinyl]-3-cephem-4-carboxylic acid benzhydryl ester (330 mg, 0.46 mmol) was suspended in anhydrous benzene (10 ml), added dropwise with thionyl chloride (0.55 ml, 7.59 mmol) while stirred at room temperature. Then, the reaction mixture was stirred at 50 minutes, added with ice water and extracted with ethyl acetate (50 ml). Ethyl acetate layer was washed with saturated saline solution and dried over magnesium sul... Reactants: NC1=NNC(=C1)C1CC1 (3-amino-5-cyclopropylpyrazole), COC(C(=O)C)=O (pyruvic acid methyl ester), OC1=CC=C(C=O)C=C1 (4-hydroxybenzaldehyde). Run in C(C)(=O)O.CO (acetic acid methanol). Reaction conditions: temperature 75 celsius, time 14 hour. The product is COC(=O)C=1C2=C(N=C(C1)C1=CC=C(C=C1)O)NN=C2C2CC2 (3-Cyclopropyl-6-(4-hydroxy-phenyl)-1H-pyrazolo[3,4-b]pyridine-4-carboxylic acid methyl ester). Yield: 16.9%. RXN SMILES: [NH2:1][C:2]1[CH:6]=[C:5]([CH:7]2[CH2:9][CH2:8]2)[NH:4][N:3]=1.[CH3:10][O:11][C:12](=[O:16])[C:13]([CH3:15])=O.[OH:17][C:18]1[CH:25]=[CH:24][C:21]([CH:22]=O)=[CH:20][CH:19]=1>C(O)(=O)C.CO>[CH3:10][O:11][C:12]([C:13]1[C:6]2[C:5]([CH:7]3[CH2:9][CH2:8]3)=[N:4][NH:3][C:2]=2[N:1]=[C:22]([C:21]2[CH:24]=[CH:25][C:18]([OH:17])=[CH:19][CH:20]=2)[CH:15]=1)=[O:16] |f:3.4|. Reported procedure: A mixture of 3-amino-5-cyclopropylpyrazole (8.95 g), pyruvic acid methyl ester (8.24 g) and 4-hydroxybenzaldehyde (8.87 g) in acetic acid/methanol (v/v=1/1, 120 mL) was stirred at 75° C. for 14 h. The methanol was removed in vacuo, and the remaining mixture was poured unto water, and extracted with ethyl acetate three times. The combined organic phases were washed with brine, dried over magnesium sulfate, filtrated and concentrated in vacuo. The residue was dissolved in 50 ml of acetic acid/meth...